Dataset: the Open Reaction Database (ORD), a public repository of structured organic reaction records. Task: describe an organic reaction: reactants, conditions, products, and yield Starting materials: N1(CCNCC1)C=1C=CC=2N(N1)C(=NN2)C(F)(F)F (6-(piperazin-1-yl)-3-(trifluoromethyl)-[1,2,4]triazolo[4,3-b]pyridazine), C(C=C)OC1=CC=C(C=O)C=C1 (4-prop-2-enoxybenzaldehyde). The product is C(C=C)OC1=CC=C(C=C1)CN1CCN(CC1)C=1C=CC=2N(N1)C(=NN2)C(F)(F)F (6-[4-[(4-prop-2-enoxyphenyl)methyl]piperazin-1-yl]-3-(trifluoromethyl)-[1,2,4]triazolo[4,3-b]pyridazine). As a reaction SMILES: [N:1]1([C:7]2[CH:8]=[CH:9][C:10]3[N:11]([C:13]([C:16]([F:19])([F:18])[F:17])=[N:14][N:15]=3)[N:12]=2)[CH2:6][CH2:5][NH:4][CH2:3][CH2:2]1.[CH2:20]([O:23][C:24]1[CH:31]=[CH:30][C:27]([CH:28]=O)=[CH:26][CH:25]=1)[CH:21]=[CH2:22]>>[CH2:20]([O:23][C:24]1[CH:25]=[CH:26][C:27]([CH2:28][N:4]2[CH2:3][CH2:2][N:1]([C:7]3[CH:8]=[CH:9][C:10]4[N:11]([C:13]([C:16]([F:17])([F:18])[F:19])=[N:14][N:15]=4)[N:12]=3)[CH2:6][CH2:5]2)=[CH:30][CH:31]=1)[CH:21]=[CH2:22]. Procedure details: Reductive amination of 6-(piperazin-1-yl)-3-(trifluoromethyl)-[1,2,4]triazolo[4,3-b]pyridazine with 4-prop-2-enoxybenzaldehyde was carried out according to General Synthetic Method 7. The crude product was purified by hplc using a Waters XBridge Prep C18 OBD column, 5μ silica, 30 mm diameter, 100 mm length eluted with decreasingly polar mixtures of water (containing 0.1% aqueous ammonia) and acetonitrile as eluents to give 6-[4-[(4-prop-2-enoxyphenyl)methyl]piperazin-1-yl]-3-(trifluoromethyl)-[1... The reactants are Nc1ccc(Br)cc1, Cl, O=N[O-], Nc1ccccc1, [NH4+], [NH4+], [Na+], O, O=S([O-])[O-]. The product is NNc1ccc(Br)cc1. RXN SMILES: [Br:1][c:2]1[cH:3][cH:4][c:5]([NH2:6])[cH:7][cH:8]1.[ClH:9].[N:10]([O-:11])=[O:12].[NH2:14][c:15]1[cH:16][cH:17][cH:18][cH:19][cH:20]1.[NH4+:25].[NH4+:26].[Na+:13].[OH2:27].[S:21]([O-:22])([O-:23])=[O:24]>>[Br:1][c:2]1[cH:3][cH:4][c:5]([NH:6][NH2:10])[cH:7][cH:8]1.